This data is from the Open Reaction Database (ORD), a public repository of structured organic reaction records. The task is: describe an organic reaction: reactants, conditions, products, and yield The reactants are O=C([O-])[O-], CN1C(=O)CCC2(C)c3ccc(S)cc3CCC12, CN(C)C=O, CCOC(C)=O, Clc1cnccn1, [K+], [K+]. The product is CN1C(=O)CCC2(C)c3ccc(Sc4cnccn4)cc3CCC12. RXN SMILES: [C:19](=[O:20])([O-:21])[O-:22].[CH3:1][N:2]1[C:3](=[O:18])[CH2:4][CH2:5][C:6]2([CH3:17])[c:7]3[c:8]([cH:12][c:13]([SH:16])[cH:14][cH:15]3)[CH2:9][CH2:10][CH:11]12.[CH3:32][N:33]([CH3:34])[CH:35]=[O:36].[CH3:37][CH2:38][O:39][C:40](=[O:41])[CH3:42].[Cl:25][c:26]1[n:27][cH:28][cH:29][n:30][cH:31]1.[K+:23].[K+:24]>>[CH3:1][N:2]1[C:3](=[O:18])[CH2:4][CH2:5][C:6]2([CH3:17])[c:7]3[c:8]([cH:12][c:13]([S:16][c:26]4[n:27][cH:28][cH:29][n:30][cH:31]4)[cH:14][cH:15]3)[CH2:9][CH2:10][CH:11]12. Starting materials: O=C(CCCCCC(=O)OC)C1=CC=CC=C1 (methyl 7-oxo-7-phenylheptanoate), [H][H] (hydrogen), ( 11 ), O=C(CCCCCC(=O)OC)C1=CC=CC=C1 (methyl 7-oxo-7-phenylheptanoate). Run in CC(C)O (2-propanol). Conditions: time 12 hour. Product: O[C@H](CCCCCC(=O)OC)C1=CC=CC=C1 (methyl (R)-7-hydroxy-7-phenylheptanoate). Yield: 98.0%. As a reaction SMILES: [O:1]=[C:2]([C:12]1[CH:17]=[CH:16][CH:15]=[CH:14][CH:13]=1)[CH2:3][CH2:4][CH2:5][CH2:6][CH2:7][C:8]([O:10][CH3:11])=[O:9].[H][H]>CC(O)C>[OH:1][C@@H:2]([C:12]1[CH:17]=[CH:16][CH:15]=[CH:14][CH:13]=1)[CH2:3][CH2:4][CH2:5][CH2:6][CH2:7][C:8]([O:10][CH3:11])=[O:9]. Procedure: Chiral hydrogenation of methyl 7-oxo-7-phenylheptanoate was carried out (see formula (11) below). That is, a reaction was carried out in accordance with the procedures of Example 4 using the (S, SS)-ruthenium hydride complex (1.5 mg; 0.00125 mmol) synthesized in Example 2 and using methyl 7-oxo-7-phenylheptanoate (587 mg; 2.5 mmol) as the substrate and 2-propanol (2.5 mL) as the solvent. However, the hydrogen pressure was set to 8 atmosphere, the reaction temperature was set to 25° C., and the r... The reactants are C(C)(C)N(CC)C(C)C (diisopropylethylamine), FC(C1=CC=C(C=C1)NC=1C2=C(N=C(N1)SC)CNCC2)(F)F (N-(4-(trifluoromethyl)phenyl)-5,6,7,8-tetrahydro-2-(methylthio)pyrido[3,4-d]pyrimidin-4-amine), ClC1=NC=CC=C1Cl (2,3-dichloropyridine). Solvent: O1CCOCC1 (dioxane), C(C)N(C(C)=O)CC (N,N-diethylacetamide). Conditions: temperature 180 celsius. The product is ClC=1C(=NC=CC1)N1CC=2N=C(N=C(C2CC1)NC1=CC=C(C=C1)C(F)(F)F)SC (7-(3-Chloropyridin-2-yl)-N-(4-(trifluoromethyl)phenyl)-5,6,7,8-tetrahydro-2-(methylthio)pyrido[3,4-d]pyrimidin-4-amine). The yield is 17.0%. As a reaction SMILES: C(N(C(C)C)CC)(C)C.[F:10][C:11]([F:32])([F:31])[C:12]1[CH:17]=[CH:16][C:15]([NH:18][C:19]2[C:20]3[CH2:30][CH2:29][NH:28][CH2:27][C:21]=3[N:22]=[C:23]([S:25][CH3:26])[N:24]=2)=[CH:14][CH:13]=1.Cl[C:34]1[C:39]([Cl:40])=[CH:38][CH:37]=[CH:36][N:35]=1>O1CCOCC1.C(N(CC)C(=O)C)C>[Cl:40][C:39]1[C:34]([N:28]2[CH2:29][CH2:30][C:20]3[C:19]([NH:18][C:15]4[CH:16]=[CH:17][C:12]([C:11]([F:31])([F:10])[F:32])=[CH:13][CH:14]=4)=[N:24][C:23]([S:25][CH3:26])=[N:22][C:21]=3[CH2:27]2)=[N:35][CH:36]=[CH:37][CH:38]=1. Procedure details: A mixture of diisopropylethylamine (252 mg, 1.95 mmol), N-(4-(trifluoromethyl)phenyl)-5,6,7,8-tetrahydro-2-(methylthio)pyrido[3,4-d]pyrimidin-4-amine (443 mg, 1.3 mmol) and 2,3-dichloropyridine (386 mg, 2.6 mmol) in dioxane (5 mL) and N,N-diethylacetamide (0.5 mL) was heated via microwave in a sealed tube at 180° C. for 10 h. Solvent was removed in vacuo and residue was purified by column chromatography. The product was obtained as a beige solid (100 mg). Reactants: ClCCl (dichloromethane), [Si](C)(C)(C(C)(C)C)O[C@@H](CN[C@@H](CC=1C=C(C=CC1)CCC(=O)NCC1=CC(=C(C=C1)C)C)C)C1=CC(=C(C=C1)O)CO (3-{3-[(2R)-2-({(2R)-2-{[tert-butyl(dimethyl)silyl]oxy}-2-[4-hydroxy-3-(hydroxymethyl)phenyl]ethyl}amino)propyl]phenyl}-N-(3,4-dimethylbenzyl)propanamide), CO.O (methanol water). RXN SMILES: [Si]([O:8][C@H:9]([C:35]1[CH:40]=[CH:39][C:38]([OH:41])=[C:37]([CH2:42][OH:43])[CH:36]=1)[CH2:10][NH:11][C@H:12]([CH3:34])[CH2:13][C:14]1[CH:15]=[C:16]([CH2:20][CH2:21][C:22]([NH:24][CH2:25][C:26]2[CH:31]=[CH:30][C:29]([CH3:32])=[C:28]([CH3:33])[CH:27]=2)=[O:23])[CH:17]=[CH:18][CH:19]=1)(C(C)(C)C)(C)C.CO.O.ClCCl>CO>[NH3:11].[CH3:33][C:28]1[CH:27]=[C:26]([CH:31]=[CH:30][C:29]=1[CH3:32])[CH2:25][NH:24][C:22](=[O:23])[CH2:21][CH2:20][C:16]1[CH:17]=[CH:18][CH:19]=[C:14]([CH2:13][C@H:12]([NH:11][CH2:10][C@H:9]([OH:8])[C:35]2[CH:40]=[CH:39][C:38]([OH:41])=[C:37]([CH2:42][OH:43])[CH:36]=2)[CH3:34])[CH:15]=1 |f:1.2|. Yields the product N (ammonia), CC=1C=C(CNC(CCC2=CC(=CC=C2)C[C@@H](C)NC[C@@H](C2=CC(=C(C=C2)O)CO)O)=O)C=CC1C (N-(3,4-Dimethylbenzyl)-3-{3-[(2R)-2-({(2R)-2-hydroxy-2-[4-hydroxy-3-(hydroxymethyl)phenyl]ethyl}amino)propyl]phenyl}propanamide). Solvent: CO (methanol). Procedure: Prepared from 3-{3-[(2R)-2-({(2R)-2-{[tert-butyl(dimethyl)silyl]oxy}-2-[4-hydroxy-3-(hydroxymethyl)phenyl]ethyl}amino)propyl]phenyl}-N-(3,4-dimethylbenzyl)propanamide (Preparation 48) according to the method for example 1 using methanol:water (2.4:1 v/v) instead of acetic acid as solvent and using dichloromethane:methanol: 880 ammonia (94:6:0.6 by volume) as the column eluent to give the title compound as a white solid.